This data is from the Open Reaction Database (ORD), a public repository of structured organic reaction records. The task is: describe an organic reaction: reactants, conditions, products, and yield Starting materials: CC=1C=C(C=CC1[N+](=O)[O-])C1=NOC(=C1)C(=O)OCC (Ethyl 3-(3-methyl-4-nitrophenyl)isoxazole-5-carboxylate), [Cl-].[NH4+] (ammonium chloride), O1CCCC1 (tetrahydrofuran), O (water). The reagents and catalysts are [Fe] (iron). Run in C(C)O (ethanol). Conditions: temperature 80 celsius. The product is NC1=C(C=C(C=C1)C1=NOC(=C1)C(=O)OCC)C (Ethyl 3-(4-amino-3-methylphenyl)isoxazole-5-carboxylate). Yield: 81.0%. Reaction SMILES: [CH3:1][C:2]1[CH:3]=[C:4]([C:11]2[CH:15]=[C:14]([C:16]([O:18][CH2:19][CH3:20])=[O:17])[O:13][N:12]=2)[CH:5]=[CH:6][C:7]=1[N+:8]([O-])=O.[Cl-].[NH4+].O1CCCC1.O>C(O)C.[Fe]>[NH2:8][C:7]1[CH:6]=[CH:5][C:4]([C:11]2[CH:15]=[C:14]([C:16]([O:18][CH2:19][CH3:20])=[O:17])[O:13][N:12]=2)=[CH:3][C:2]=1[CH3:1] |f:1.2|. Reported procedure: Ethyl 3-(3-methyl-4-nitrophenyl)isoxazole-5-carboxylate (1.0 equiv.), iron powder (2.0 equiv.), and ammonium chloride (3.0 equiv.) in a mixture of ethanol, tetrahydrofuran and water (4:2:1) were heated to 80° C. for 9 hours. Reaction mixture was cooled and filtered through celite. The filtrate was evaporated to dryness under vacuum and the residue was diluted with EtOAc. The organic layer was washed with water, brine, dried over Na2SO4, filtered and concentrated in vacuo. The residue was purifie... Solvent: CO (MeOH). As a reaction SMILES: [O:1]1[CH2:6][CH:5]=[C:4]([C:7]2[C:8]([O:13][CH:14]3[CH2:17][CH:16]([NH:18][C:19](=[O:25])[O:20][C:21]([CH3:24])([CH3:23])[CH3:22])[CH2:15]3)=[N:9][CH:10]=[CH:11][CH:12]=2)[CH2:3][CH2:2]1>CO.[Pd]>[O:1]1[CH2:2][CH2:3][CH:4]([C:7]2[C:8]([O:13][CH:14]3[CH2:15][CH:16]([NH:18][C:19](=[O:25])[O:20][C:21]([CH3:23])([CH3:22])[CH3:24])[CH2:17]3)=[N:9][CH:10]=[CH:11][CH:12]=2)[CH2:5][CH2:6]1. The reagents and catalysts are [Pd] (Pd—C). The product is O1CCC(CC1)C=1C(=NC=CC1)OC1CC(C1)NC(OC(C)(C)C)=O (tert-butyl (3-((3-(tetrahydro-2H-pyran-4-yl)pyridin-2-yl)oxy)cyclobutyl)carbamate). Yield: 95.0%. Starting materials: O1CCC(=CC1)C=1C(=NC=CC1)OC1CC(C1)NC(OC(C)(C)C)=O (tert-butyl (3-((3-(3,6-dihydro-2H-pyran-4-yl)pyridin-2-yl)oxy)cyclobutyl)carbamate). Procedure details: A mixture of tert-butyl (3-((3-(3,6-dihydro-2H-pyran-4-yl)pyridin-2-yl)oxy)cyclobutyl)carbamate (346 mg, 1 mmol) and wet Pd—C (50%, 200 mg) in MeOH (100 mL) was stirred under H2 (40 psi) at 30° C. overnight then the reaction mixture was filtered through CELITE® and washed with MeOH. The filtrate was concentrated to give tert-butyl (3-((3-(tetrahydro-2H-pyran-4-yl)pyridin-2-yl)oxy)cyclobutyl)carbamate (331 mg, 0.95 mmol, yield 95%). ESI-MS (M+1): 349 calc. for C19H28N2O4 348. Run at temperature 30 celsius, time 8 hour. Reactants: 245, ClC1=CC=C(C=C1)C(O)C=1C=CC2=C(N(N=N2)C)C1 (α-(4-chlorophenyl)-1-methyl-1H-benzotriazole-6-methanol), Br (hydrobromic acid). Solvent: C(C)(=O)O (acetic acid). Run at temperature 40 celsius, time 2.5 hour. Yields the product 285, Br.BrC(C=1C=CC2=C(N(N=N2)C)C1)C1=CC=C(C=C1)Cl (6-[bromo(4-chlorophenyl)methyl]-1-methyl-1H-benzotriazole monohydrobromide). Yield: 76.6%. RXN SMILES: [Cl:1][C:2]1[CH:7]=[CH:6][C:5]([CH:8]([C:10]2[CH:11]=[CH:12][C:13]3[N:17]=[N:16][N:15]([CH3:18])[C:14]=3[CH:19]=2)O)=[CH:4][CH:3]=1.[BrH:20]>C(O)(=O)C>[BrH:20].[Br:20][CH:8]([C:5]1[CH:6]=[CH:7][C:2]([Cl:1])=[CH:3][CH:4]=1)[C:10]1[CH:11]=[CH:12][C:13]2[N:17]=[N:16][N:15]([CH3:18])[C:14]=2[CH:19]=1 |f:3.4|. Procedure details: A mixture of 245 parts of α-(4-chlorophenyl)-1-methyl-1H-benzotriazole-6-methanol and 1500 parts of a hydrobromic acid solution in acetic acid was stirred for 2.5 hours at 40° C. The reaction mixture was evaporated at 60° C. and the residue was stirred in dichloromethane. After cooling to 10° C., the precipitated product was filtered off and dried, yielding 285 parts (76.6%) of 6-[bromo(4-chlorophenyl)methyl]-1-methyl-1H-benzotriazole monohydrobromide (int. 130). Yields the product ClC1=C(C#N)C=CC(=C1)OCC1=C(N=C(O1)C1=CC=C(C=C1)OC)COC1OCCCC1 (2-chloro-4-[2-(4-methoxy-phenyl)-4-(tetrahydro-pyran-2-yloxymethyl)-oxazol-5-ylmethoxy]-benzonitrile). The solvent is C(C)(=O)OCC (ethyl acetate), CN(C=O)C (dimethylformamide). Conditions: time 8 hour. Reaction SMILES: Cl[CH2:2][C:3]1[O:7][C:6]([C:8]2[CH:13]=[CH:12][C:11]([O:14][CH3:15])=[CH:10][CH:9]=2)=[N:5][C:4]=1[CH2:16][O:17][CH:18]1[CH2:23][CH2:22][CH2:21][CH2:20][O:19]1.[Cl:24][C:25]1[CH:32]=[C:31]([OH:33])[CH:30]=[CH:29][C:26]=1[C:27]#[N:28].C(=O)([O-])[O-].[Cs+].[Cs+]>CN(C)C=O.C(OCC)(=O)C>[Cl:24][C:25]1[CH:32]=[C:31]([O:33][CH2:2][C:3]2[O:7][C:6]([C:8]3[CH:13]=[CH:12][C:11]([O:14][CH3:15])=[CH:10][CH:9]=3)=[N:5][C:4]=2[CH2:16][O:17][CH:18]2[CH2:23][CH2:22][CH2:21][CH2:20][O:19]2)[CH:30]=[CH:29][C:26]=1[C:27]#[N:28] |f:2.3.4|. Procedure details: 2.5 g 5-Chloromethyl-2-(4-methoxy-phenyl)-4-(tetrahydro-pyran-2-yloxymethyl)-oxazole and 1.48 g 2-chloro-4-hydroxybenzonitrile were dissolved in 20 ml dimethylformamide. 4.82 g Cesium carbonate were added and the reaction mixture stirred at room temperature overnight. The reaction mixture was diluted with 200 ml ethyl acetate and washed five times with portions of 50 ml water and brine. The organic phase was dried over MgSO4 and the solvent was evaporated in vacuo to obtain 4.0 g crude 2-chloro-... The reactants are ClCC1=C(N=C(O1)C1=CC=C(C=C1)OC)COC1OCCCC1 (5-Chloromethyl-2-(4-methoxy-phenyl)-4-(tetrahydro-pyran-2-yloxymethyl)-oxazole), ClC1=C(C#N)C=CC(=C1)O (2-chloro-4-hydroxybenzonitrile), C([O-])([O-])=O.[Cs+].[Cs+] (Cesium carbonate). Isolated yield 118.8%.